The task is: describe an organic reaction: reactants, conditions, products, and yield. This data is from the Open Reaction Database (ORD), a public repository of structured organic reaction records. Reactants: NC1=CC=C2C(=N1)C(=CN2)C2CCN(CC2)C (5-amino-3-(1-methylpiperidin-4-yl)pyrrolo[3,2-b]pyridine), CC=1SC(=C(N1)C(=O)Cl)C (2,5-dimethyl-4-thiazolecarbonyl chloride). Yields the product CC=1SC(=C(N1)C(=O)NC1=CC=C2C(=N1)C(=CN2)C2CCN(CC2)C)C (5-(N-[2,5-dimethyl-4-thiazolecarbonyl]amino)-3-(1-methylpiperidin-4-yl)pyrrolo[3,2-b]pyridine). Reaction SMILES: [NH2:1][C:2]1[N:7]=[C:6]2[C:8]([CH:11]3[CH2:16][CH2:15][N:14]([CH3:17])[CH2:13][CH2:12]3)=[CH:9][NH:10][C:5]2=[CH:4][CH:3]=1.[CH3:18][C:19]1[S:20][C:21]([CH3:27])=[C:22]([C:24](Cl)=[O:25])[N:23]=1>>[CH3:18][C:19]1[S:20][C:21]([CH3:27])=[C:22]([C:24]([NH:1][C:2]2[N:7]=[C:6]3[C:8]([CH:11]4[CH2:16][CH2:15][N:14]([CH3:17])[CH2:13][CH2:12]4)=[CH:9][NH:10][C:5]3=[CH:4][CH:3]=2)=[O:25])[N:23]=1. Reported procedure: Beginning with 0.34 gm (1.6 mMol) 5-amino-3-(1-methylpiperidin-4-yl)pyrrolo[3,2-b]pyridine and 0.44 gm (2.50 mMol) 2,5-dimethyl-4-thiazolecarbonyl chloride, the title compound was prepared essentially by the procedure described in Example 4.